Dataset: the Open Reaction Database (ORD), a public repository of structured organic reaction records. Task: describe an organic reaction: reactants, conditions, products, and yield The reactants are ClC=1N=C(SC1[N+](=O)[O-])C=1C=NC=CC1 (4-chloro-5-nitro-2-(pyridin-3-yl)thiazole), C[S-].[Na+] (sodium thiomethoxide). Solvent: C(C)(=O)OCC (ethyl acetate), O1CCOCC1 (1,4-dioxane). Conditions: time 3 hour. Yields the product CSC=1N=C(SC1[N+](=O)[O-])C=1C=NC=CC1 (4-(methylthio)-5-nitro-2-(pyridin-3-yl)thiazole). Yield: 68.3%. RXN SMILES: Cl[C:2]1[N:3]=[C:4]([C:10]2[CH:11]=[N:12][CH:13]=[CH:14][CH:15]=2)[S:5][C:6]=1[N+:7]([O-:9])=[O:8].[CH3:16][S-:17].[Na+]>O1CCOCC1.C(OCC)(=O)C>[CH3:16][S:17][C:2]1[N:3]=[C:4]([C:10]2[CH:11]=[N:12][CH:13]=[CH:14][CH:15]=2)[S:5][C:6]=1[N+:7]([O-:9])=[O:8] |f:1.2|. Reported procedure: To a solution of 4-chloro-5-nitro-2-(pyridin-3-yl)thiazole (500 mg, 2.07 mmol) in 1,4-dioxane (2 mL) was added in one portion solid sodium thiomethoxide (145 mg, 2.07 mmol). The orange-red mixture was stirred at room temperature for 3 hours. The mixture was diluted with ethyl acetate and rinsed with brine, dried over MgSO4 and concentrated in vacuo to give a yellow solid. This solid was purified by silica gel chromatography (ethyl acetate/hexanes) to give 4-(methylthio)-5-nitro-2-(pyridin-3-yl)t... Starting materials: COS(=O)(=O)C1=CC=C(C=C1)C (methyl-4-methylbenzenesulfonate), N1CCC(=CC1)C1=CNC2=CC=CC=C12 (3-(1,2,3,6-tetrahydro-4-pyridinyl)-1H-indole), CN(C=O)C.O1CCCC1 (dimethylformamide tetrahydrofuran), C([O-])(O)=O.[Na+] (sodium bicarbonate). Product: COC1=CC=CC2=C1OC(CO2)CN2CCC(=CC2)C2=CNC1=CC=CC=C21 (3-[1-(8-Methoxy-2,3-dihydro-benzo[1,4]dioxin-2-ylmethyl)-1,2,3,6-tetrahydro-pyridin-4-yl]-1H-indole), hydrate. RXN SMILES: COS([C:6]1[CH:11]=[CH:10][C:9](C)=[CH:8][CH:7]=1)(=O)=O.[NH:13]1[CH2:18][CH:17]=[C:16]([C:19]2[C:27]3[C:22](=[CH:23][CH:24]=[CH:25][CH:26]=3)[NH:21][CH:20]=2)[CH2:15][CH2:14]1.[C:28](=[O:31])(O)[O-].[Na+].CN(C)[CH:35]=[O:36].[O:38]1[CH2:42][CH2:41]CC1>>[CH3:35][O:36][C:6]1[C:7]2[O:38][CH:42]([CH2:41][N:13]3[CH2:14][CH:15]=[C:16]([C:19]4[C:27]5[C:22](=[CH:23][CH:24]=[CH:25][CH:26]=5)[NH:21][CH:20]=4)[CH2:17][CH2:18]3)[CH2:28][O:31][C:8]=2[CH:9]=[CH:10][CH:11]=1 |f:2.3,4.5|. Procedure: (2R)-8-Methoxy-2,3-dihydro-benzo[1,4]dioxin-2-yl]methyl-4-methylbenzenesulfonate (1.1 g, 3.1 mmole) was dissolved in a mixture of dimethylformamide/tetrahydrofuran (1:1 v/v, 50 mL) and 3-(1,2,3,6-tetrahydro-4-pyridinyl)-1H-indole (0.60 g 1.6 mmole) added, followed by sodium bicarbonate (1.0 g). The reaction mixture was refluxed under nitrogen for 18 hours, then cooled and concentrated in vacuum. The residue was partitioned between 400 mL each of water and ethyl acetate. The layers were separated...